describe an organic reaction: reactants, conditions, products, and yield From a dataset of the Open Reaction Database (ORD), a public repository of structured organic reaction records. Isolated yield 101.4%. The reactants are NC1=C(C=CC=C1)N (1,2-diaminobenzene), C=1(O)C(O)=CC=CC1 (catechol). Conditions: temperature 170 celsius. Procedure details: To a 12 L Morton flask is charged 702 g 1,2-diaminobenzene and 2.1 Kg catechol (3 equivalents based on 1,2-diaminobenzene). Heat is applied by a heating mantle, and at the end of 30 minutes, all materials are melted and the temperature has risen to 90° C. Over the next 40 minutes, the temperature is increased to ca. 170° C. The temperature is maintained in the range of 151° C. to 187° C. over a 4½ day period. The reaction mixture is cooled to 80° C. and 8 L deionized water added over 30 minutes.... Yields the product C1=CC=CC=2NC3=CC=CC=C3NC12 (5,10-dihydrophenazine). As a reaction SMILES: [NH2:1][C:2]1[CH:7]=[CH:6][CH:5]=[CH:4][C:3]=1[NH2:8].[C:9]1([C:11](=[CH:13][CH:14]=[CH:15][CH:16]=1)O)O>O>[CH:4]1[C:3]2[NH:8][C:11]3[C:9](=[CH:16][CH:15]=[CH:14][CH:13]=3)[NH:1][C:2]=2[CH:7]=[CH:6][CH:5]=1. Solvent: O (water).